This data is from the Open Reaction Database (ORD), a public repository of structured organic reaction records. The task is: describe an organic reaction: reactants, conditions, products, and yield Starting materials: C(C)NC(=O)NC1=CC=C(C=C1)C=1N=C(C2=C(N1)CNCC2)N2[C@H](COCC2)C ((S)-1-ethyl-3-(4-(4-(3-methylmorpholino)-5,6,7,8-tetrahydropyrido[3,4-d]pyrimidin-2-yl)phenyl)urea), ClC1=CC(N(C=C1)C)=O (4-chloro-1-methylpyridin-2(1H)-one). Product: C(C)NC(=O)NC1=CC=C(C=C1)C=1N=C(C2=C(N1)CN(CC2)C2=CC(N(C=C2)C)=O)N2[C@H](COCC2)C ((S)-1-ethyl-3-(4-(7-(1-methyl-2-oxo-1,2-dihydropyridin-4-yl)-4-(3-methylmorpholino)-5,6,7,8-tetrahydropyrido[3,4-d]pyrimidin-2-yl)phenyl)urea). Reaction SMILES: [CH2:1]([NH:3][C:4]([NH:6][C:7]1[CH:12]=[CH:11][C:10]([C:13]2[N:14]=[C:15]([N:23]3[CH2:28][CH2:27][O:26][CH2:25][C@@H:24]3[CH3:29])[C:16]3[CH2:22][CH2:21][NH:20][CH2:19][C:17]=3[N:18]=2)=[CH:9][CH:8]=1)=[O:5])[CH3:2].Cl[C:31]1[CH:36]=[CH:35][N:34]([CH3:37])[C:33](=[O:38])[CH:32]=1>>[CH2:1]([NH:3][C:4]([NH:6][C:7]1[CH:8]=[CH:9][C:10]([C:13]2[N:14]=[C:15]([N:23]3[CH2:28][CH2:27][O:26][CH2:25][C@@H:24]3[CH3:29])[C:16]3[CH2:22][CH2:21][N:20]([C:31]4[CH:36]=[CH:35][N:34]([CH3:37])[C:33](=[O:38])[CH:32]=4)[CH2:19][C:17]=3[N:18]=2)=[CH:11][CH:12]=1)=[O:5])[CH3:2]. Procedure: The compound was prepared following the general procedure in Example 308, substituting 1-ethyl-3-(4-(4-morpholino-5,6,7,8-tetrahydropyrido[3,4-d]pyrimidin-2-yl)phenyl)urea for (S)-1-ethyl-3-(4-(4-(3-methylmorpholino)-5,6,7,8-tetrahydropyrido[3,4-d]pyrimidin-2-yl)phenyl)urea and substituting 1-methylpyridin-2(1H)-one for 4-chloro-1-methylpyridin-2(1H)-one: LC-MS m/z=504 (M+H). The reactants are Cl (hydrogen chloride), C(C)(=O)OCC([C@H]1[C@@H](C[C@H]2[C@@H]3C[C@@H](C4=CC(CC[C@]4(C)[C@H]3[C@H](C[C@]12C)O)=O)Cl)C)=O (21-acetoxy-6α-chloro-11β-hydroxy-16α-methyl-4-pregnene-3,20-dione), ClC1=C(C(C(=C(C1=O)C#N)C#N)=O)Cl (dichlorodicyanobenzoquinone). Run in O1CCOCC1 (dioxane). Product: C(C)(=O)OCC([C@H]1[C@@H](C[C@H]2[C@@H]3C=C(C4=CC(C=C[C@]4(C)[C@H]3[C@H](C[C@]12C)O)=O)Cl)C)=O (21-acetoxy-6-chloro-11β-hydroxy-16α-methyl-1,4,6-pregnatriene-3,20-dione). As a reaction SMILES: Cl.[C:2]([O:5][CH2:6][C:7](=[O:31])[C@@H:8]1[C@:25]2([CH3:26])[C@H:11]([C@H:12]3[C@H:22]([C@@H:23]([OH:27])[CH2:24]2)[C@:20]2([CH3:21])[C:15](=[CH:16][C:17](=[O:28])[CH2:18][CH2:19]2)[C@@H:14]([Cl:29])[CH2:13]3)[CH2:10][C@H:9]1[CH3:30])(=[O:4])[CH3:3].ClC1C(=O)C(C#N)=C(C#N)C(=O)C=1Cl>O1CCOCC1>[C:2]([O:5][CH2:6][C:7](=[O:31])[C@@H:8]1[C@:25]2([CH3:26])[C@H:11]([C@H:12]3[C@H:22]([C@@H:23]([OH:27])[CH2:24]2)[C@:20]2([CH3:21])[C:15](=[CH:16][C:17](=[O:28])[CH:18]=[CH:19]2)[C:14]([Cl:29])=[CH:13]3)[CH2:10][C@H:9]1[CH3:30])(=[O:4])[CH3:3]. Procedure: A hydrogen chloride stream is introduced into a solution of 1.0 g. of 21-acetoxy-6α-chloro-11β-hydroxy-16α-methyl-4-pregnene-3,20-dione in 100 ml. of dioxane for 30 minutes at 25° after adding 1.5 g. of dichlorodicyanobenzoquinone. The solution is then heated for 15 hours to 120°. After cooling, the solution is filtered, the filter cake washed with dichloromethane, and the filtrate evaporated under vacuum. The residue of the evaporation is chromatographed on silica gel. With 32-40% acetone-hexan...